From a dataset of the Open Reaction Database (ORD), a public repository of structured organic reaction records. describe an organic reaction: reactants, conditions, products, and yield The reactants are ClCCN1CCCCCC1, Cl, Oc1ccc(-c2nnc(CSCCOc3ccccc3)o2)cc1. Product: c1ccc(OCCSCc2nnc(-c3ccc(OCCN4CCCCCC4)cc3)o2)cc1. Reaction SMILES: [Cl:25][CH2:26][CH2:27][N:28]1[CH2:29][CH2:30][CH2:31][CH2:32][CH2:33][CH2:34]1.[ClH:24].[O:1]([c:2]1[cH:3][cH:4][cH:5][cH:6][cH:7]1)[CH2:8][CH2:9][S:10][CH2:11][c:12]1[n:13][n:14][c:15](-[c:17]2[cH:18][cH:19][c:20]([OH:23])[cH:21][cH:22]2)[o:16]1>>[O:1]([c:2]1[cH:3][cH:4][cH:5][cH:6][cH:7]1)[CH2:8][CH2:9][S:10][CH2:11][c:12]1[n:13][n:14][c:15](-[c:17]2[cH:18][cH:19][c:20]([O:23][CH2:26][CH2:27][N:28]3[CH2:29][CH2:30][CH2:31][CH2:32][CH2:33][CH2:34]3)[cH:21][cH:22]2)[o:16]1.